Dataset: the Open Reaction Database (ORD), a public repository of structured organic reaction records. Task: describe an organic reaction: reactants, conditions, products, and yield Reactants: C([O-])([O-])=O.[K+].[K+] (potassium carbonate), ICCC (1-iodopropane), ClC1=CC=C(CNC(=O)C=2C=NC3=CC=C(C=C3C2O)C#CCO)C=C1 (N-(4-chlorobenzyl)-4-hydroxy-6-(3-hydroxy-1-propynyl)-3-quinolinecarboxamide), C(C)(=O)OCC (ethyl acetate). The solvent is CN(C)C=O (DMF). Conditions: time 8 hour. The product is ClC1=CC=C(CNC(=O)C2=CN(C3=CC=C(C=C3C2=O)C#CCO)CCC)C=C1 (N-(4-Chlorobenzyl)-6-(3-hydroxy-1-propynyl)-4-oxo-1-propyl-1,4-dihydro-3-quinolinecarboxamide). Isolated yield 21.5%. RXN SMILES: [Cl:1][C:2]1[CH:26]=[CH:25][C:5]([CH2:6][NH:7][C:8]([C:10]2[CH:11]=[N:12][C:13]3[C:18]([C:19]=2[OH:20])=[CH:17][C:16]([C:21]#[C:22][CH2:23][OH:24])=[CH:15][CH:14]=3)=[O:9])=[CH:4][CH:3]=1.C(=O)([O-])[O-].[K+].[K+].I[CH2:34][CH2:35][CH3:36].C(OCC)(=O)C>CN(C=O)C>[Cl:1][C:2]1[CH:3]=[CH:4][C:5]([CH2:6][NH:7][C:8]([C:10]2[C:19](=[O:20])[C:18]3[C:13](=[CH:14][CH:15]=[C:16]([C:21]#[C:22][CH2:23][OH:24])[CH:17]=3)[N:12]([CH2:34][CH2:35][CH3:36])[CH:11]=2)=[O:9])=[CH:25][CH:26]=1 |f:1.2.3|. Procedure details: A suspension of 0.50 g of N-(4-chlorobenzyl)-4-hydroxy-6-(3-hydroxy-1-propynyl)-3-quinolinecarboxamide from Preparation No. 5, potassium carbonate (0.76 g), and 1-iodopropane (0.47 g) in DMF is heated to 100° C. for 6 hrs and stirred at room temperature overnight. The reaction mixture is filtered, and the solvent is evaporated at reduced pressure leaving a light brown solid. The solid is stirred with ethyl acetate for an hour and filtered. The solvent is evaporated from the filtrate under reduce... As a reaction SMILES: [Li]CCCC.[CH3:6][C:7]1[N:8]=[CH:9][S:10][CH:11]=1.Cl[C:13]1[C:22]2[C:17](=[CH:18][CH:19]=[CH:20][CH:21]=2)[C:16]([NH:23][C:24]2[CH:29]=[CH:28][C:27]([O:30][C:31]3[C:36]([C:37]4[CH:42]=[CH:41][N:40]=[C:39]([NH:43][CH3:44])[N:38]=4)=[CH:35][CH:34]=[CH:33][N:32]=3)=[CH:26][CH:25]=2)=[N:15][N:14]=1>C1COCC1.C(N(CC(O)=O)CC(O)=O)CN(CC(O)=O)CC(O)=O.C([O-])(O)=O.[Na+].[Cl-].[Zn+2].[Cl-].C1C=CC([P]([Pd]([P](C2C=CC=CC=2)(C2C=CC=CC=2)C2C=CC=CC=2)([P](C2C=CC=CC=2)(C2C=CC=CC=2)C2C=CC=CC=2)[P](C2C=CC=CC=2)(C2C=CC=CC=2)C2C=CC=CC=2)(C2C=CC=CC=2)C2C=CC=CC=2)=CC=1>[CH3:44][NH:43][C:39]1[N:38]=[C:37]([C:36]2[C:31]([O:30][C:27]3[CH:26]=[CH:25][C:24]([NH:23][C:16]4[C:17]5[C:22](=[CH:21][CH:20]=[CH:19][CH:18]=5)[C:13]([C:9]5[S:10][CH:11]=[C:7]([CH3:6])[N:8]=5)=[N:14][N:15]=4)=[CH:29][CH:28]=3)=[N:32][CH:33]=[CH:34][CH:35]=2)[CH:42]=[CH:41][N:40]=1 |f:4.5.6,7.8.9,^1:81,83,102,121|. Reaction conditions: temperature -78 celsius, time 2 hour. Procedure: A dry 25 ml round bottom flask under nitrogen was charged with 2.5 M nBuLi in Hexanes (0.420 ml, 1.06 mmol); which was diluted with THF (1 ml). This was cooled to −78° C. and 4-methylthiazole (100 mg, 1.01 mmol) dissolved in 2 ml of THF was added slowly via syringe. This was stirred at −78° C. for 2 hours, slowly warmed up to −10° C. and stirred at this temperature for 0.5 hour. Reaction cooled back to −78° C. and 0.5M zinc(II) chloride in THF (3.03 ml, 1.51 mmol) added via syringe. Reaction sti... The solvent is C1CCOC1 (THF), C1CCOC1 (THF), C1CCOC1 (THF), C(CN(CC(=O)O)CC(=O)O)N(CC(=O)O)CC(=O)O.C(=O)(O)[O-].[Na+] (EDTA NaHCO3). Starting materials: CC=1N=CSC1 (4-methylthiazole), [Li]CCCC (nBuLi), Hexanes, ClC1=NN=C(C2=CC=CC=C12)NC1=CC=C(C=C1)OC1=NC=CC=C1C1=NC(=NC=C1)NC (4-chloro-N-(4-(3-(2-(methylamino)pyrimidin-4-yl)pyridin-2-yloxy)phenyl)phthalazin-1-amine). The product is CNC1=NC=CC(=N1)C=1C(=NC=CC1)OC1=CC=C(C=C1)NC1=NN=C(C2=CC=CC=C12)C=1SC=C(N1)C (N-(4-(3-(2-(methylamino)pyrimidin-4-yl)pyridin-2-yloxy)phenyl)-4-(4-methylthiazol-2-yl)phthalazin-1-amine). The reagents and catalysts are [Cl-].[Zn+2].[Cl-] (zinc(II) chloride), C=1C=CC(=CC1)[P](C=2C=CC=CC2)(C=3C=CC=CC3)[Pd]([P](C=4C=CC=CC4)(C=5C=CC=CC5)C=6C=CC=CC6)([P](C=7C=CC=CC7)(C=8C=CC=CC8)C=9C=CC=CC9)[P](C=1C=CC=CC1)(C=1C=CC=CC1)C=1C=CC=CC1 (Pd(PPh3)4). The reactants are OC1C(CCN2C1=CC1=CC=CC=C21)C(=O)OCC (ethyl 6,7,8,9-tetrahydro-9-hydroxypyrido[1,2-a]indole-8-carboxylate), C(C)(=O)OC(C)=O (acetic anhydride). Solvent: N1=CC=CC=C1 (pyridine). Run at temperature 50 celsius. Yields the product C(C)(=O)OC1C(CCN2C1=CC1=CC=CC=C21)C(=O)OCC (ethyl 9-acetoxy-6,7,8,9-tetrahydropyrido[1,2-a]indole-8-carboxylate). The yield is 99556.3%. RXN SMILES: [OH:1][CH:2]1[C:7]2=[CH:8][C:9]3[C:14]([N:6]2[CH2:5][CH2:4][CH:3]1[C:15]([O:17][CH2:18][CH3:19])=[O:16])=[CH:13][CH:12]=[CH:11][CH:10]=3.[C:20](OC(=O)C)(=[O:22])[CH3:21]>N1C=CC=CC=1>[C:20]([O:1][CH:2]1[C:7]2=[CH:8][C:9]3[C:14]([N:6]2[CH2:5][CH2:4][CH:3]1[C:15]([O:17][CH2:18][CH3:19])=[O:16])=[CH:13][CH:12]=[CH:11][CH:10]=3)(=[O:22])[CH3:21]. Procedure details: A solution of 75 g (0.29 mmol) of ethyl 6,7,8,9-tetrahydro-9-hydroxypyrido[1,2-a]indole-8-carboxylate in 1000 ml of pyridine is treated dropwise within 10 minutes with 59.2 g (0.58 mol) of acetic anhydride. The reaction mixture is heated at 50° C. for 24 hours and the solvent is subsequently evaporated. The residue is taken up in a mixture of ethyl acetate and water (2:1, total 750 ml) and the organic phase is washed with 250 ml of water and twice with 100 ml of 1N hydrochloric acid each time, d... The reactants are [H-].[Na+] (Sodium hydride), N1C=NC=C1 (imidazole), C(C)OC(=O)C1=CC2=C(SC(=C2C)CCl)C=C1 (2-chloromethyl-3-methylbenzo[b]thiophene-5-carboxylic acid ethyl ester). The solvent is CN(C=O)C (N,N-dimethylformamide), CN(C=O)C (N,N-dimethylformamide). Reaction conditions: time 30 minute. Product: C(C)OC(=O)C1=CC2=C(SC(=C2C)CC=2NC=CN2)C=C1 (2-(1-imidazolylmethyl)-3-methylbenzo[b]thiophene-5-carboxylic acid ethyl ester). Yield: 46.7%. RXN SMILES: [H-].[Na+].[NH:3]1[CH:7]=[CH:6][N:5]=[CH:4]1.[CH2:8]([O:10][C:11]([C:13]1[CH:24]=[CH:23][C:16]2[S:17][C:18]([CH2:21]Cl)=[C:19]([CH3:20])[C:15]=2[CH:14]=1)=[O:12])[CH3:9]>CN(C)C=O>[CH2:8]([O:10][C:11]([C:13]1[CH:24]=[CH:23][C:16]2[S:17][C:18]([CH2:21][C:4]3[NH:3][CH:7]=[CH:6][N:5]=3)=[C:19]([CH3:20])[C:15]=2[CH:14]=1)=[O:12])[CH3:9] |f:0.1|. Reported procedure: Sodium hydride (0.5 g of 50% dispersion in mineral oil) was added portionwise to a stirred solution of imidazole (0.68 g) in dry N,N-dimethylformamide (DMF) (30 ml) and the mixture was stirred at room temperature for 30 minutes. A solution of 2-chloromethyl-3-methylbenzo[b]thiophene-5-carboxylic acid ethyl ester (2.70 g) in dry N,N-dimethylformamide (5 ml) was added, the mixture was stirred for 2 hours and then evaporated. The residue was dissolved in ethyl acetate and the solution was washed we... Reactants: C[Si](C)(C)[N-][Si](C)(C)C, CS(C)=O, O=c1c2ccc(F)cc2oc2cc(N3CCOCC3)cc(O)c12, [K+], OCc1ccccn1. Product: O=c1c2ccc(OCc3ccccn3)cc2oc2cc(N3CCOCC3)cc(O)c12. As a reaction SMILES: [CH3:33][Si:34]([N-:35][Si:36]([CH3:37])([CH3:38])[CH3:39])([CH3:40])[CH3:41].[CH3:42][S:43]([CH3:44])=[O:45].[F:1][c:2]1[cH:3][c:4]2[o:5][c:6]3[cH:7][c:8]([N:18]4[CH2:19][CH2:20][O:21][CH2:22][CH2:23]4)[cH:9][c:10]([OH:17])[c:11]3[c:12](=[O:16])[c:13]2[cH:14][cH:15]1.[K+:32].[n:24]1[c:25]([CH2:30][OH:31])[cH:26][cH:27][cH:28][cH:29]1>>[c:2]1([O:31][CH2:30][c:25]2[n:24][cH:29][cH:28][cH:27][cH:26]2)[cH:3][c:4]2[o:5][c:6]3[cH:7][c:8]([N:18]4[CH2:19][CH2:20][O:21][CH2:22][CH2:23]4)[cH:9][c:10]([OH:17])[c:11]3[c:12](=[O:16])[c:13]2[cH:14][cH:15]1. The reactants are COCCOC, O=Cc1ccc(B(O)O)cc1, COc1cc(Nc2c(C#N)cnc3sc(I)cc23)c(Cl)cc1Cl, [Na+], [Na+], O=C([O-])[O-], c1ccc(P(c2ccccc2)(c2ccccc2)[Pd](P(c2ccccc2)(c2ccccc2)c2ccccc2)(P(c2ccccc2)(c2ccccc2)c2ccccc2)P(c2ccccc2)(c2ccccc2)c2ccccc2)cc1. Yields the product COc1cc(Nc2c(C#N)cnc3sc(-c4ccc(C=O)cc4)cc23)c(Cl)cc1Cl. RXN SMILES: [CH3:41][O:42][CH2:43][CH2:44][O:45][CH3:46].[CH:24](=[O:25])[c:26]1[cH:27][cH:28][c:29]([B:32]([OH:33])[OH:34])[cH:30][cH:31]1.[Cl:1][c:2]1[c:3]([NH:11][c:12]2[c:13]3[c:14]([n:15][cH:16][c:17]2[C:18]#[N:19])[s:20][c:21]([I:23])[cH:22]3)[cH:4][c:5]([O:9][CH3:10])[c:6]([Cl:8])[cH:7]1.[Na+:35].[Na+:36].[O-:37][C:38](=[O:39])[O-:40].[cH:47]1[cH:48][cH:49][c:50]([P:51]([Pd:52]([P:53]([c:54]2[cH:55][cH:56][cH:57][cH:58][cH:59]2)([c:60]2[cH:61][cH:62][cH:63][cH:64][cH:65]2)[c:66]2[cH:67][cH:68][cH:69][cH:70][cH:71]2)([P:72]([c:73]2[cH:74][cH:75][cH:76][cH:77][cH:78]2)([c:79]2[cH:80][cH:81][cH:82][cH:83][cH:84]2)[c:85]2[cH:86][cH:87][cH:88][cH:89][cH:90]2)[P:91]([c:92]2[cH:93][cH:94][cH:95][cH:96][cH:97]2)([c:98]2[cH:99][cH:100][cH:101][cH:102][cH:103]2)[c:104]2[cH:105][cH:106][cH:107][cH:108][cH:109]2)([c:110]2[cH:111][cH:112][cH:113][cH:114][cH:115]2)[c:116]2[cH:117][cH:118][cH:119][cH:120][cH:121]2)[cH:122][cH:123]1>>[Cl:1][c:2]1[c:3]([NH:11][c:12]2[c:13]3[c:14]([n:15][cH:16][c:17]2[C:18]#[N:19])[s:20][c:21](-[c:29]2[cH:28][cH:27][c:26]([CH:24]=[O:25])[cH:31][cH:30]2)[cH:22]3)[cH:4][c:5]([O:9][CH3:10])[c:6]([Cl:8])[cH:7]1. The reactants are NC1CN(CCC1)C(CCBr)=O (1-(3-aminopiperidin-1-yl)-3-bromopropan-1-one), Cl.CC1=CC=C(C=C1)NN (4-methylphenylhydrazine hydrochloride), CN1CCC(CC1)=O (N-methyl-4-piperidone). Run in C(C)N(CC)CC (triethylamine). Yields the product NC1CN(CCC1)C(CCN1C2=C(C=3C=C(C=CC13)C)CN(CC2)C)=O (1-(3-aminopiperidin-1-yl)-3-(1,2,3,4-tetrahydro-2,8-dimethylpyrido[4,3-b]indol-5-yl)propan-1-one). As a reaction SMILES: [NH2:1][CH:2]1[CH2:7][CH2:6][CH2:5][N:4]([C:8](=[O:12])[CH2:9][CH2:10]Br)[CH2:3]1.Cl.[CH3:14][C:15]1[CH:20]=[CH:19][C:18]([NH:21]N)=[CH:17][CH:16]=1.[CH3:23][N:24]1[CH2:29][CH2:28][C:27](=O)[CH2:26][CH2:25]1>C(N(CC)CC)C>[NH2:1][CH:2]1[CH2:7][CH2:6][CH2:5][N:4]([C:8](=[O:12])[CH2:9][CH2:10][N:21]2[C:18]3[CH:19]=[CH:20][C:15]([CH3:14])=[CH:16][C:17]=3[C:26]3[CH2:25][N:24]([CH3:23])[CH2:29][CH2:28][C:27]2=3)[CH2:3]1 |f:1.2|. Reported procedure: The title compound is prepared by following Method 8 by using 1-(3-aminopiperidin-1-yl)-3-bromopropan-1-one, 4-methylphenylhydrazine hydrochloride, triethylamine and N-methyl-4-piperidone. Starting materials: ClC=1C=CC2=C(NC(C3=C(N2)C=CC=C3)=S)C1 (8-chloro-5,10-dihydro-dibenzo[b,e][1,4]diazepin-11-thione), NCC=1C=NC=CC1 (3-(aminomethyl)pyridine). Solvent: C(C)OCCO (2-ethoxyethanol). Yields the product ClC=1C=CC2=C(N=C(C3=C(N2)C=CC=C3)NCC=3C=NC=CC3)C1 ((8-Chloro-5H-dibenzo[b,e][1,4]diazepin-11-yl)pyridin-3-ylmethyl-amine). Isolated yield 39.8%. RXN SMILES: [Cl:1][C:2]1[CH:3]=[CH:4][C:5]2[NH:11][C:10]3[CH:12]=[CH:13][CH:14]=[CH:15][C:9]=3[C:8](=S)[NH:7][C:6]=2[CH:17]=1.[NH2:18][CH2:19][C:20]1[CH:21]=[N:22][CH:23]=[CH:24][CH:25]=1>C(OCCO)C>[Cl:1][C:2]1[CH:3]=[CH:4][C:5]2[NH:11][C:10]3[CH:12]=[CH:13][CH:14]=[CH:15][C:9]=3[C:8]([NH:18][CH2:19][C:20]3[CH:21]=[N:22][CH:23]=[CH:24][CH:25]=3)=[N:7][C:6]=2[CH:17]=1. Procedure details: A solution of 0.39 g (1.5 mmol) of 8-chloro-5,10-dihydro-dibenzo[b,e][1,4]diazepin-11-thione (Hunziker F., et al., Helv. Chim. Acta, 50:1588 (1967)) in 10 mL of 2-ethoxyethanol was treated with 0.3 mL (2.99 mmol) of 3-(aminomethyl)pyridine and heated at reflux for 30 hours. The solvent was removed under reduced pressure and the residue mixed with EtOAc and filtered to give 200 mg of the product. The filtrate was chromatographed on silica gel, eluting with EtOAc to give an additional 200 mg of pr... Reactants: C(C)OCC1=NNC(=C1C1=CC=C(C=C1)C)N (3-(Ethoxymethyl)-4-(4-methylphenyl)-1H-pyrazol-5-amine), FC1=CC=C(C=C1)C(CC(=O)OCC)=O (ethyl 3-(4-fluorophenyl)-3-oxopropanoate). The solvent is N1=CC=CC=C1 (pyridine). Procedure: 3-(Ethoxymethyl)-4-(4-methylphenyl)-1H-pyrazol-5-amine (133 mg) and ethyl 3-(4-fluorophenyl)-3-oxopropanoate (0.2 mL) are stirred at 84° C. for 14 hours in a pyridine (10 mL) solvent. After cooling to room temperature, the reaction solvent is removed by distillation under reduced pressure. The remainder is extracted with ethyl acetate and water. The extracted organic layer is washed with brine and dehydrated with anhydrous MgSO4. The dehydrated organic layer is distilled under reduced pressure a... Yields the product C(C)OCC1=NN2C(NC(C=C2C2=CC=C(C=C2)F)=O)=C1C1=CC=C(C=C1)C (2-(ethoxymethyl)-7-(4-fluorophenyl)-3-(4-methylphenyl)pyrazolo[1,5-a]pyrimidin-5(4H)-one). Reaction SMILES: [CH2:1]([O:3][CH2:4][C:5]1[C:9]([C:10]2[CH:15]=[CH:14][C:13]([CH3:16])=[CH:12][CH:11]=2)=[C:8]([NH2:17])[NH:7][N:6]=1)[CH3:2].[F:18][C:19]1[CH:24]=[CH:23][C:22]([C:25](=O)[CH2:26][C:27](OCC)=[O:28])=[CH:21][CH:20]=1>N1C=CC=CC=1>[CH2:1]([O:3][CH2:4][C:5]1[C:9]([C:10]2[CH:11]=[CH:12][C:13]([CH3:16])=[CH:14][CH:15]=2)=[C:8]2[NH:17][C:27](=[O:28])[CH:26]=[C:25]([C:22]3[CH:23]=[CH:24][C:19]([F:18])=[CH:20][CH:21]=3)[N:7]2[N:6]=1)[CH3:2]. Starting materials: CCOC(=O)C=C(C)c1ccc(-c2ccc(C(C)(C)C)cc2)cc1, CC(C)C[AlH]CC(C)C. Yields the product CC(=CCO)c1ccc(-c2ccc(C(C)(C)C)cc2)cc1. As a reaction SMILES: [C:10]([CH3:11])([CH3:12])([CH3:13])[c:14]1[cH:15][cH:16][c:17](-[c:20]2[cH:21][cH:22][c:23]([C:26](=[CH:27][C:28](=[O:29])[O:30][CH2:31][CH3:32])[CH3:33])[cH:24][cH:25]2)[cH:18][cH:19]1.[CH3:1][CH:2]([CH2:3][AlH:4][CH2:5][CH:6]([CH3:7])[CH3:8])[CH3:9]>>[C:10]([CH3:11])([CH3:12])([CH3:13])[c:14]1[cH:15][cH:16][c:17](-[c:20]2[cH:21][cH:22][c:23]([C:26](=[CH:27][CH2:28][OH:29])[CH3:33])[cH:24][cH:25]2)[cH:18][cH:19]1.